Dataset: the Open Reaction Database (ORD), a public repository of structured organic reaction records. Task: describe an organic reaction: reactants, conditions, products, and yield Reactants: CS(C)=O, O=S(=O)(OCC12CC3CC(CC(C3)C1)C2)C(F)(F)F, [H-], [Na+], O, O=Cc1cccc(O)c1. Yields the product O=Cc1cccc(OCC23CC4CC(CC(C4)C2)C3)c1. As a reaction SMILES: [CH3:32][S:33](=[O:34])[CH3:35].[F:12][C:13]([F:14])([F:15])[S:16]([O:17][CH2:18][C:19]12[CH2:20][CH:21]3[CH2:22][CH:23]([CH2:24][CH:25]([CH2:26]1)[CH2:27]3)[CH2:28]2)(=[O:29])=[O:30].[H-:10].[Na+:11].[OH2:31].[OH:1][c:2]1[cH:3][c:4]([CH:5]=[O:6])[cH:7][cH:8][cH:9]1>>[O:1]([c:2]1[cH:3][c:4]([CH:5]=[O:6])[cH:7][cH:8][cH:9]1)[CH2:18][C:19]12[CH2:20][CH:21]3[CH2:22][CH:23]([CH2:24][CH:25]([CH2:26]1)[CH2:27]3)[CH2:28]2. The reactants are Cc1ccccc1, Cc1cc(C)cc(C(=O)O)c1, O=S(Cl)Cl. The product is Cc1cc(C)cc(C(=O)Cl)c1. As a reaction SMILES: [CH3:16][c:17]1[cH:18][cH:19][cH:20][cH:21][cH:22]1.[CH3:5][c:6]1[cH:7][c:8]([C:9](=[O:10])[OH:11])[cH:12][c:13]([CH3:15])[cH:14]1.[S:1]([Cl:2])([Cl:3])=[O:4]>>[Cl:3][C:9]([c:8]1[cH:7][c:6]([CH3:5])[cH:14][c:13]([CH3:15])[cH:12]1)=[O:10]. The reactants are S(N)(O)(=O)=O (sulphamic acid), ClS(=O)(=O)O (chlorosulphonic acid), S(=O)(Cl)Cl (thionyl chloride). Yields the product N(S(=O)(=O)Cl)S(=O)(=O)Cl (HN(SO2Cl)2). RXN SMILES: [S:1](=[O:5])(=O)([OH:3])[NH2:2].[Cl:6][S:7]([OH:10])(=O)=[O:8].S(Cl)([Cl:13])=O>>[NH:2]([S:1]([Cl:13])(=[O:5])=[O:3])[S:7]([Cl:6])(=[O:10])=[O:8]. Procedure: The reaction of sulphamic acid with chlorosulphonic acid and thionyl chloride gives HN(SO2Cl)2. This reaction also provides by-products including sulphur dioxide, sulphuric acid and hydrochloric acid. Sulphur dioxide is generated from the reaction of thionyl chloride with sulphamic acid. Thus generation of sulphur dioxide indicates continuation of the reaction. Thus the heating is continued until generation of sulphur dioxide is ceased.